Task: describe an organic reaction: reactants, conditions, products, and yield. Dataset: the Open Reaction Database (ORD), a public repository of structured organic reaction records Reactants: ClC1=NC=CC(=N1)C=1C(=NN2C1C=CC=C2)C=2C=C(C=CC2)NC(C(F)(F)F)=O (N-{3-[3-(2-Chloro-4-pyrimidinyl)pyrazolo[1,5-a]pyridin-2-yl]phenyl}-2,2,2-trifluoroacetamide), COC1=C(C=C(N)C=C1)N1CCN(CC1)CCS(=O)(=O)C (4-(methyloxy)-3-{4-[2-(methylsulfonyl)ethyl]-1-piperazinyl}aniline). The product is FC(C(=O)NC1=CC(=CC=C1)C1=NN2C(C=CC=C2)=C1C1=NC(=NC=C1)NC1=CC(=C(C=C1)OC)N1CCN(CC1)CCS(=O)(=O)C)(F)F (2,2,2-Trifluoro-N-[3-(3-{2-[(4-(methyloxy)-3-{4-[2-(methylsulfonyl)ethyl]-1-piperazinyl}phenyl)amino]-4-pyrimidinyl}pyrazolo[1,5-a]pyridin-2-yl)phenyl]acetamide). Yield: 42.0%. As a reaction SMILES: Cl[C:2]1[N:7]=[C:6]([C:8]2[C:9]([C:17]3[CH:18]=[C:19]([NH:23][C:24](=[O:29])[C:25]([F:28])([F:27])[F:26])[CH:20]=[CH:21][CH:22]=3)=[N:10][N:11]3[CH:16]=[CH:15][CH:14]=[CH:13][C:12]=23)[CH:5]=[CH:4][N:3]=1.[CH3:30][O:31][C:32]1[CH:38]=[CH:37][C:35]([NH2:36])=[CH:34][C:33]=1[N:39]1[CH2:44][CH2:43][N:42]([CH2:45][CH2:46][S:47]([CH3:50])(=[O:49])=[O:48])[CH2:41][CH2:40]1>>[F:26][C:25]([F:28])([F:27])[C:24]([NH:23][C:19]1[CH:20]=[CH:21][CH:22]=[C:17]([C:9]2[C:8]([C:6]3[CH:5]=[CH:4][N:3]=[C:2]([NH:36][C:35]4[CH:37]=[CH:38][C:32]([O:31][CH3:30])=[C:33]([N:39]5[CH2:44][CH2:43][N:42]([CH2:45][CH2:46][S:47]([CH3:50])(=[O:49])=[O:48])[CH2:41][CH2:40]5)[CH:34]=4)[N:7]=3)=[C:12]3[CH:13]=[CH:14][CH:15]=[CH:16][N:11]3[N:10]=2)[CH:18]=1)=[O:29]. Procedure details: The compound was synthesized from N-{3-[3-(2-chloro-4-pyrimidinyl)-pyrazolo[1,5-a]pyridin-2-yl]phenyl}-2,2,2-trifluoroacetamide (see Example 1, Step C) and 4-(methyloxy)-3-{4-[2-(methylsulfonyl)ethyl]-1-piperazinyl}aniline to afford a yellow solid in 42% yield. ES-LC/MS m/z 695 [M+H]+. The reactants are C1(=CC=CC=C1)C(CC(=O)OC)O (methyl 3-phenyl-3-hydroxypropionate), C(CCCCC)(=O)OC=C (vinyl caproate). Reaction conditions: time 28 hour. The product is C1(=CC=CC=C1)C(CC(=O)OC)O ((-)-methyl 3-phenyl-3-hydroxypropionate), C1(=CC=CC=C1)C(CC(=O)OC)OC(CCCCC)=O ((+)-methyl 3-phenyl-3-hexanoyloxy-propionate). As a reaction SMILES: [C:1]1([CH:7]([OH:13])[CH2:8][C:9]([O:11][CH3:12])=[O:10])[CH:6]=[CH:5][CH:4]=[CH:3][CH:2]=1.[C:14](OC=C)(=[O:20])[CH2:15][CH2:16][CH2:17][CH2:18][CH3:19]>>[C:1]1([CH:7]([OH:13])[CH2:8][C:9]([O:11][CH3:12])=[O:10])[CH:6]=[CH:5][CH:4]=[CH:3][CH:2]=1.[C:1]1([CH:7]([O:13][C:14](=[O:20])[CH2:15][CH2:16][CH2:17][CH2:18][CH3:19])[CH2:8][C:9]([O:11][CH3:12])=[O:10])[CH:6]=[CH:5][CH:4]=[CH:3][CH:2]=1. Procedure: The mixture of 5.0 g (28 mmol) of methyl 3-phenyl-3-hydroxypropionate, 1.97 g (14 mmol) of vinyl caproate and 2.0 g of lipase PS was stirred at room temperature for 28 hours. After the lipase was removed by filtration, the filtrate was eluted by column chromatography (eluting solution; 9/1 of toluene/ethyl acetate). 2.35 g (88%ee) of (-)-methyl 3-phenyl-3-hydroxypropionate and 3.97 g (91%ee) of (+)-methyl 3-phenyl-3-hexanoyloxy-propionate were obtained, respectively. Starting materials: NC[C@@H]1CN(CCO[C@H]1C1=CC(=C(C=C1)Cl)F)C(=O)OC(C)(C)C (tert-butyl (6R,7R)-6-(aminomethyl)-7-(4-chloro-3-fluorophenyl)-1,4-oxazepane-4-carboxylate), N1=C(N=CC=C1)OCC(=O)O ((pyrimidin-2-yloxy)acetic acid). As a reaction SMILES: [NH2:1][CH2:2][C@H:3]1[C@H:9]([C:10]2[CH:15]=[CH:14][C:13]([Cl:16])=[C:12]([F:17])[CH:11]=2)[O:8][CH2:7][CH2:6][N:5](C(OC(C)(C)C)=O)[CH2:4]1.[N:25]1[CH:30]=[CH:29][CH:28]=[N:27][C:26]=1[O:31][CH2:32][C:33](O)=[O:34]>>[ClH:16].[Cl:16][C:13]1[CH:14]=[CH:15][C:10]([C@@H:9]2[O:8][CH2:7][CH2:6][NH:5][CH2:4][C@H:3]2[CH2:2][NH:1][C:33](=[O:34])[CH2:32][O:31][C:26]2[N:27]=[CH:28][CH:29]=[CH:30][N:25]=2)=[CH:11][C:12]=1[F:17] |f:2.3|. Procedure: Using tert-butyl (6R,7R)-6-(aminomethyl)-7-(4-chloro-3-fluorophenyl)-1,4-oxazepane-4-carboxylate and (pyrimidin-2-yloxy)acetic acid, and by a method similar to that of Example 39, the title compound was obtained. Product: Cl.ClC1=C(C=C(C=C1)[C@H]1[C@@H](CNCCO1)CNC(COC1=NC=CC=N1)=O)F (N-{[(6S,7R)-7-(4-chloro-3-fluorophenyl)-1,4-oxazepan-6-yl]methyl}-2-(pyrimidin-2-yloxy)acetamide monohydrochloride). Reactants: Cc1ccccc1CNC(=O)c1cncc(N2CCC3CN(C(=O)OC(C)(C)C)CC32)n1, ClCCl, O=C(O)C(F)(F)F. The product is Cc1ccccc1CNC(=O)c1cncc(N2CCC3CNCC32)n1, O=C(O)C(F)(F)F. RXN SMILES: [CH3:1][c:2]1[c:3]([CH2:4][NH:5][C:6](=[O:7])[c:8]2[cH:9][n:10][cH:11][c:12]([N:14]3[CH:15]4[CH:16]([CH2:17][CH2:18]3)[CH2:19][N:20]([C:22]([O:23][C:24]([CH3:25])([CH3:26])[CH3:27])=[O:28])[CH2:21]4)[n:13]2)[cH:29][cH:30][cH:31][cH:32]1.[Cl:40][CH2:41][Cl:42].[F:33][C:34]([C:35](=[O:36])[OH:37])([F:38])[F:39]>>[CH3:1][c:2]1[c:3]([CH2:4][NH:5][C:6](=[O:7])[c:8]2[cH:9][n:10][cH:11][c:12]([N:14]3[CH:15]4[CH:16]([CH2:17][CH2:18]3)[CH2:19][NH:20][CH2:21]4)[n:13]2)[cH:29][cH:30][cH:31][cH:32]1.[F:33][C:34]([C:35](=[O:36])[OH:37])([F:38])[F:39]. Yields the product CCOC(=O)CCc1ccc(Oc2cc(C)cc(Oc3ccc(C(F)(F)F)cc3Oc3ccccc3C)c2)cc1CC. Reactants: CCOC(=O)C=Cc1ccc(Oc2cc(C)cc(Oc3ccc(C(F)(F)F)cc3Oc3ccccc3C)c2)cc1CC, CCOC(C)=O. Reaction SMILES: [CH2:1]([CH3:2])[O:3][C:4]([CH:5]=[CH:6][c:7]1[c:8]([CH2:40][CH3:41])[cH:9][c:10]([O:13][c:14]2[cH:15][c:16]([CH3:39])[cH:17][c:18]([O:20][c:21]3[c:22]([O:31][c:32]4[c:33]([CH3:38])[cH:34][cH:35][cH:36][cH:37]4)[cH:23][c:24]([C:27]([F:28])([F:29])[F:30])[cH:25][cH:26]3)[cH:19]2)[cH:11][cH:12]1)=[O:42].[CH3:43][CH2:44][O:45][C:46](=[O:47])[CH3:48]>>[CH2:1]([CH3:2])[O:3][C:4]([CH2:5][CH2:6][c:7]1[c:8]([CH2:40][CH3:41])[cH:9][c:10]([O:13][c:14]2[cH:15][c:16]([CH3:39])[cH:17][c:18]([O:20][c:21]3[c:22]([O:31][c:32]4[c:33]([CH3:38])[cH:34][cH:35][cH:36][cH:37]4)[cH:23][c:24]([C:27]([F:28])([F:29])[F:30])[cH:25][cH:26]3)[cH:19]2)[cH:11][cH:12]1)=[O:42]. The reactants are Cc1cc(Br)sc1C=O, Cc1ccc(B(O)O)cc1. Yields the product Cc1ccc(-c2cc(C)c(C=O)s2)cc1. Reaction SMILES: [Br:1][c:2]1[cH:3][c:4]([CH3:9])[c:5]([CH:7]=[O:8])[s:6]1.[CH3:10][c:11]1[cH:12][cH:13][c:14]([B:17]([OH:18])[OH:19])[cH:15][cH:16]1>>[c:2]1(-[c:14]2[cH:13][cH:12][c:11]([CH3:10])[cH:16][cH:15]2)[cH:3][c:4]([CH3:9])[c:5]([CH:7]=[O:8])[s:6]1. The reactants are COc1ccc2cc(Br)ccc2c1, CCCBr, Cl, [Mg], C1CCOC1, O. Yields the product CCCc1ccc2cc(OC)ccc2c1. RXN SMILES: [Br:1][c:2]1[cH:3][c:4]2[cH:5][cH:6][c:7]([O:12][CH3:13])[cH:8][c:9]2[cH:10][cH:11]1.[CH2:14]([CH2:15][CH3:16])[Br:17].[ClH:19].[Mg:18].[O:20]1[CH2:21][CH2:22][CH2:23][CH2:24]1.[OH2:25]>>[c:2]1([CH2:14][CH2:15][CH3:16])[cH:3][c:4]2[cH:5][cH:6][c:7]([O:12][CH3:13])[cH:8][c:9]2[cH:10][cH:11]1.